Dataset: the Open Reaction Database (ORD), a public repository of structured organic reaction records. Task: describe an organic reaction: reactants, conditions, products, and yield Reactants: C1(CCCCC1)ON1C(CC(CC1(C)C)NCCCCCCNC1CC(N(C(C1)(C)C)OC1CCCCC1)(C)C)(C)C (N,N'-bis(1-cyclohexyloxy-2, 2,6,6-tetramethylpiperidin-4-yl)hexamethylenediamine), ClP1OCC(CO1)(C)C (2-chloro-5,5-dimethyl-1,3,2-dioxaphosphorinane). Yields the product CC1(COP(OC1)N(CCCCCCN(C1CC(N(C(C1)(C)C)OC1CCCCC1)(C)C)P1OCC(CO1)(C)C)C1CC(N(C(C1)(C)C)OC1CCCCC1)(C)C)C (N,N'-Bis(5,5-dimethyl-1,3,2-dioxaphosphorinan-2-yl)-N,N'bis(1-cyclohexyloxy-2, 2,6,6-tetramethylpiperidin-4-yl)hexamethylenediamine). Reaction SMILES: [CH:1]1([O:7][N:8]2[C:13]([CH3:15])([CH3:14])[CH2:12][CH:11]([NH:16][CH2:17][CH2:18][CH2:19][CH2:20][CH2:21][CH2:22][NH:23][CH:24]3[CH2:29][C:28]([CH3:31])([CH3:30])[N:27]([O:32][CH:33]4[CH2:38][CH2:37][CH2:36][CH2:35][CH2:34]4)[C:26]([CH3:40])([CH3:39])[CH2:25]3)[CH2:10][C:9]2([CH3:42])[CH3:41])[CH2:6][CH2:5][CH2:4][CH2:3][CH2:2]1.Cl[P:44]1[O:49][CH2:48][C:47]([CH3:51])([CH3:50])[CH2:46][O:45]1>>[CH3:50][C:47]1([CH3:51])[CH2:48][O:49][P:44]([N:23]([CH:24]2[CH2:25][C:26]([CH3:40])([CH3:39])[N:27]([O:32][CH:33]3[CH2:38][CH2:37][CH2:36][CH2:35][CH2:34]3)[C:28]([CH3:30])([CH3:31])[CH2:29]2)[CH2:22][CH2:21][CH2:20][CH2:19][CH2:18][CH2:17][N:16]([P:44]2[O:49][CH2:48][C:47]([CH3:51])([CH3:50])[CH2:46][O:45]2)[CH:11]2[CH2:12][C:13]([CH3:15])([CH3:14])[N:8]([O:7][CH:1]3[CH2:2][CH2:3][CH2:4][CH2:5][CH2:6]3)[C:9]([CH3:42])([CH3:41])[CH2:10]2)[O:45][CH2:46]1. Procedure details: The title compound is prepared from N,N'-bis(1-cyclohexyloxy-2, 2,6,6-tetramethylpiperidin-4-yl)hexamethylenediamine and 2-chloro-5,5-dimethyl-1,3,2-dioxaphosphorinane according to the procedure of Example 11C. Starting materials: FC(C1=C(C=CC=C1)C(=O)N=C=S)(F)F (2-(trifluoromethyl)-1-benzenecarbonyl isothiocyanate), FC(C1=C(C=CC=C1)C(=O)Cl)(F)F (2-(trifluoromethyl)-1-benzenecarbonyl chloride), COC=1C=C2C(=NC=NC2=CC1OC)OC1=CC=C(N)C=C1 (4-[(6,7-Dimethoxy-4-quinazolinyl)oxy]aniline). The solvent is C(C)O (ethanol), C(C)O (ethanol), C1(=CC=CC=C1)C (toluene). Reaction conditions: time 2 hour. Product: FC(C1=C(C=CC=C1)C(=O)N=C=S)(F)F (2-(Trifluoromethyl)-1-benzenecarbonyl isothiocyanate), COC=1C=C2C(=NC=NC2=CC1OC)OC1=CC=C(C=C1)NC(=S)NC(C1=C(C=CC=C1)C(F)(F)F)=O (N-{4-[(6,7-Dimethoxy-4-quinazolinyl)oxy]phenyl}-N′-[2-(trifluoromethyl)benzoyl]thiourea). The yield is 56.0%. Reaction SMILES: FC(F)(F)C1C=CC=CC=1C(Cl)=O.[CH3:14][O:15][C:16]1[CH:17]=[C:18]2[C:23](=[CH:24][C:25]=1[O:26][CH3:27])[N:22]=[CH:21][N:20]=[C:19]2[O:28][C:29]1[CH:35]=[CH:34][C:32]([NH2:33])=[CH:31][CH:30]=1.[F:36][C:37]([F:50])([F:49])[C:38]1[CH:43]=[CH:42][CH:41]=[CH:40][C:39]=1[C:44]([N:46]=[C:47]=[S:48])=[O:45]>C1(C)C=CC=CC=1.C(O)C>[F:49][C:37]([F:36])([F:50])[C:38]1[CH:43]=[CH:42][CH:41]=[CH:40][C:39]=1[C:44]([N:46]=[C:47]=[S:48])=[O:45].[CH3:14][O:15][C:16]1[CH:17]=[C:18]2[C:23](=[CH:24][C:25]=1[O:26][CH3:27])[N:22]=[CH:21][N:20]=[C:19]2[O:28][C:29]1[CH:35]=[CH:34][C:32]([NH:33][C:47]([NH:46][C:44](=[O:45])[C:39]2[CH:40]=[CH:41][CH:42]=[CH:43][C:38]=2[C:37]([F:36])([F:50])[F:49])=[S:48])=[CH:31][CH:30]=1. Reported procedure: 2-(Trifluoromethyl)-1-benzenecarbonyl isothiocyanate was prepared using commercially available 2-(trifluoromethyl)-1-benzenecarbonyl chloride (80 mg) as a starting compound according to the description of the literature. 4-[(6,7-Dimethoxy-4-quinazolinyl)oxy]aniline (50 mg) was dissolved in toluene (5 ml) and ethanol (1 ml) to prepare a solution. A solution of 2-(trifluoromethyl)-1-benzenecarbonyl isothiocyanate in ethanol (1 ml) was then added to the solution, and the mixture was stirred at room...